Dataset: the Open Reaction Database (ORD), a public repository of structured organic reaction records. Task: describe an organic reaction: reactants, conditions, products, and yield Starting materials: ClC=1C=CC2=C(C=CC3=C(N=C(N3CCC=3N=CNC3)C)C2=O)C1 (7-Chloro-1-((imidazol-4-yl)ethyl)-2-methyl-4H-benzo[5,6]cyclohepta[1,2-d]imidazol-4-one), [BH4-].[Na+] (sodium borohydride). Product: ClC=1C=CC2=C(C=CC3=C(N=C(N3CCC=3N=CNC3)C)C2O)C1 ((±)-7-Chloro-1-((imidazol-4-yl)ethyl)-2-methyl-4H-benzo[5,6]cyclohepta[1,2-d]imidazol-4-ol). Reaction SMILES: [Cl:1][C:2]1[CH:3]=[CH:4][C:5]2[C:22](=[O:23])[C:10]3[N:11]=[C:12]([CH3:21])[N:13]([CH2:14][CH2:15][C:16]4[N:17]=[CH:18][NH:19][CH:20]=4)[C:9]=3[CH:8]=[CH:7][C:6]=2[CH:24]=1.[BH4-].[Na+]>>[Cl:1][C:2]1[CH:3]=[CH:4][C:5]2[CH:22]([OH:23])[C:10]3[N:11]=[C:12]([CH3:21])[N:13]([CH2:14][CH2:15][C:16]4[N:17]=[CH:18][NH:19][CH:20]=4)[C:9]=3[CH:8]=[CH:7][C:6]=2[CH:24]=1 |f:1.2|. Reported procedure: The subtitle product was prepared from the product of step (i) (0.966 g) and sodium borohydride (0.215 g) according the method of example 71 step (ii). Used directly in the next step. Starting materials: FC(CNC=1C=NC=CC1C1=C(C=C(C=C1)F)OC)F ((2,2-difluoro-ethyl)-[4-(4-fluoro-2-methoxy-phenyl)-pyridin-3-yl]amine), FC(C=1C=C(C(=O)O)C=C(N1)C(F)(F)F)(F)F (2,6-bis(trifluoromethyl)isonicotinic acid). The product is FC(CN(C(C1=CC(=NC(=C1)C(F)(F)F)C(F)(F)F)=O)C=1C=NC=CC1C1=C(C=C(C=C1)F)OC)F (N-(2,2-Difluoro-ethyl)-N-[4-(4-fluoro-2-methoxy-phenyl)-pyridin-3-yl]-2,6-bis-trifluoromethyl-isonicotinamide). As a reaction SMILES: [F:1][CH:2]([F:20])[CH2:3][NH:4][C:5]1[CH:6]=[N:7][CH:8]=[CH:9][C:10]=1[C:11]1[CH:16]=[CH:15][C:14]([F:17])=[CH:13][C:12]=1[O:18][CH3:19].[F:21][C:22]([F:37])([F:36])[C:23]1[CH:24]=[C:25]([CH:29]=[C:30]([C:32]([F:35])([F:34])[F:33])[N:31]=1)[C:26](O)=[O:27]>>[F:20][CH:2]([F:1])[CH2:3][N:4]([C:5]1[CH:6]=[N:7][CH:8]=[CH:9][C:10]=1[C:11]1[CH:16]=[CH:15][C:14]([F:17])=[CH:13][C:12]=1[O:18][CH3:19])[C:26](=[O:27])[C:25]1[CH:29]=[C:30]([C:32]([F:33])([F:34])[F:35])[N:31]=[C:23]([C:22]([F:37])([F:21])[F:36])[CH:24]=1. Procedure: The title compound was prepared in analogy to example 90, from (2,2-difluoro-ethyl)-[4-(4-fluoro-2-methoxy-phenyl)-pyridin-3-yl]amine and 2,6-bis(trifluoromethyl)isonicotinic acid (Key Organics Ltd.) after a reaction time of 68 hours. The compound was purified by silica gel chromatography on a 10 g column using a MPLC system eluting with a gradient of n-heptane:EtOAc (100:0 to 50:50). Light brown solid (57%). MS (ESI): m/z=524.10 [M+H]+. Reactants: CC1=C(N)C=CC=C1 (2-methylaniline), C(C)C1=CC(=NC(=N1)Cl)N1C(C2=CC=CC=C2CC1)C (6-ethyl-4-(1-methyl-1,2,3,4-tetrahydroisoquinolin-2-yl)-2-chloropyrimidine). The solvent is CN(C=O)C (dimethylformamide). Yields the product Cl.C(C)C1=CC(=NC(=N1)NC1=C(C=CC=C1)C)N1C(C2=CC=CC=C2CC1)C (6-ethyl-2-(2-methylphenylamino)-4-(1-methyl-1,2,3,4-tetrahydroisoquinolin-2-yl)pyrimidine hydrochloride). The yield is 62.1%. Reaction SMILES: [CH3:1][C:2]1[CH:8]=[CH:7][CH:6]=[CH:5][C:3]=1[NH2:4].[CH2:9]([C:11]1[N:16]=[C:15]([Cl:17])[N:14]=[C:13]([N:18]2[CH2:27][CH2:26][C:25]3[C:20](=[CH:21][CH:22]=[CH:23][CH:24]=3)[CH:19]2[CH3:28])[CH:12]=1)[CH3:10]>CN(C)C=O>[ClH:17].[CH2:9]([C:11]1[N:16]=[C:15]([NH:4][C:3]2[CH:5]=[CH:6][CH:7]=[CH:8][C:2]=2[CH3:1])[N:14]=[C:13]([N:18]2[CH2:27][CH2:26][C:25]3[C:20](=[CH:21][CH:22]=[CH:23][CH:24]=3)[CH:19]2[CH3:28])[CH:12]=1)[CH3:10] |f:3.4|. Procedure details: After 2-methylaniline(0.46 ml, 4.31 mmol) was added to a mixture solution of 6-ethyl-4-(1-methyl-1,2,3,4-tetrahydroisoquinolin-2-yl)-2-chloropyrimidine(0.61 g, 2.12 mmol) and dimethylformamide(5 ml), 0.52 g of the titled compound was obtained in accordance with the same procedure as in Step 2 of Example 1. Reported procedure: A 0.081 ml potion of dry methanol was added dropwise to 0.35 ml of a dry dichloromethane solution containing 0.175 ml of chlorosulfonyl isocyanate at a bath temperature of -55° C. under stirring, and the mixture was then stirred for 20 minutes. Then, the precipitate was dissolved in 2.0 ml of dry dichloromethane, and this mixed solution was added dropwise to 10 ml of a dry dichloromethane solution containing 153 mg of 3-aminomethylimidazo[5,1-b]thiazole and 0.28 ml of triethylamine at an interna... Solvent: C(C)N(CC)CC (triethylamine), ClCCl (dichloromethane), CO (methanol), ClCCl (dichloromethane), ClCCl (dichloromethane). Product: COC(=O)NS(=O)(=O)NCC=1N2C(SC1)=CN=C2 (3-(N-methoxycarbonylamino)sulfonylaminomethyl imidazo[5,1-b]thiazole). Reaction SMILES: Cl[S:2]([N:5]=[C:6]=[O:7])(=[O:4])=[O:3].[NH2:8][CH2:9][C:10]1[N:11]2[CH:17]=[N:16][CH:15]=[C:12]2[S:13][CH:14]=1.P(=O)(O)(O)O.[C:23](=O)(O)[O-:24].[Na+]>ClCCl.C(N(CC)CC)C.CO>[CH3:23][O:24][C:6]([NH:5][S:2]([NH:8][CH2:9][C:10]1[N:11]2[CH:17]=[N:16][CH:15]=[C:12]2[S:13][CH:14]=1)(=[O:4])=[O:3])=[O:7] |f:3.4|. Starting materials: NCC=1N2C(SC1)=CN=C2 (3-aminomethylimidazo[5,1-b]thiazole), ClS(=O)(=O)N=C=O (chlorosulfonyl isocyanate), C([O-])(O)=O.[Na+] (sodium bicarbonate), 1, P(O)(O)(O)=O (phosphoric acid). Starting materials: O=C([O-])[O-], O=[N+]([O-])c1cccnc1Cl, [K+], [K+], O, c1cn[nH]c1. Product: O=[N+]([O-])c1cccnc1-n1cccn1. As a reaction SMILES: [C:16](=[O:17])([O-:18])[O-:19].[Cl:1][c:2]1[n:3][cH:4][cH:5][cH:6][c:7]1[N+:8](=[O:9])[O-:10].[K+:20].[K+:21].[OH2:22].[nH:11]1[n:12][cH:13][cH:14][cH:15]1>>[c:2]1(-[n:11]2[n:12][cH:13][cH:14][cH:15]2)[n:3][cH:4][cH:5][cH:6][c:7]1[N+:8](=[O:9])[O-:10]. Starting materials: CC(C)(OC(=O)N[C@@H](C(C)C)C(=O)O)C (N-[(1,1-dimethylethoxy)carbonyl]-L-valine), OC(CC)C1=C(C(N2CC=3C(=NC4=CC=CC=C4C3)C2=C1)=O)C ((±)-7-(1-hydroxypropyl)-8-methylindolizino[1,2-b]quinolin-9(11H)-one). The product is CC=1C(N2CC=3C(=NC4=CC=CC=C4C3)C2=CC1C(CC)OC(C(C(C)C)NC(=O)OC(C)(C)C)=O)=O ((±)-8-Methyl-7-[1-[[2-[[(1.1-dimethylethoxy)carbonyl]amino]-3-methyl-1-oxobutyl]oxy]propyl]indolizino[1,2-b]quinolin-9(11H)-one). Reaction SMILES: [CH3:1][C:2]([CH3:15])([O:4][C:5]([NH:7][C@H:8]([C:12]([OH:14])=[O:13])[CH:9]([CH3:11])[CH3:10])=[O:6])[CH3:3].O[CH:17]([C:20]1[CH:36]=[C:35]2[N:23]([CH2:24][C:25]3[C:26]2=[N:27][C:28]2[C:33]([CH:34]=3)=[CH:32][CH:31]=[CH:30][CH:29]=2)[C:22](=[O:37])[C:21]=1[CH3:38])[CH2:18][CH3:19]>>[CH3:38][C:21]1[C:22](=[O:37])[N:23]2[C:35](=[CH:36][C:20]=1[CH:17]([O:13][C:12](=[O:14])[CH:8]([NH:7][C:5]([O:4][C:2]([CH3:3])([CH3:1])[CH3:15])=[O:6])[CH:9]([CH3:11])[CH3:10])[CH2:18][CH3:19])[C:26]1=[N:27][C:28]3[C:33]([CH:34]=[C:25]1[CH2:24]2)=[CH:32][CH:31]=[CH:30][CH:29]=3. Procedure details: The title compound was prepared according to the procedure in Example 3A except using N-[(1,1-dimethylethoxy)carbonyl]-L-valine and (±)-7-(1-hydroxypropyl)-8-methylindolizino[1,2-b]quinolin-9(11H)-one. 1H NMR (CDCl3) d 8.34 (s, 1H), 8.22 (m, 1H), 7.91 (d, J=8.2 Hz, 1H), 7.80 (m, 1H), 7.62 (m, 1H), 7.34 (two s, 1H), 5.94 (m, 1H), 5.26 (s, 2H), 5.04 (two br d, J=9.3 Hz, 1H), 4.36 (two d, J=4.5 Hz, 1H), 2.36 (s, 3H), 2.4-2.2 (m, 1H), 2.1-1.8 (m, 2H), 1.44 and 1.38 (two s, 9H), 1.00 (overlapping t a... Reactants: C(=O)C1=CC=C2C=C(C(=CC2=C1)C(=O)O)O (7-Formyl-3-hydroxynaphthalene-2-carboxylic acid), C(#N)[BH3-].[Na+] (Sodium cyanoborohydride), C(C)(=O)O (Acetic acid), CC(C)C1=CC=C(N)C=C1 (4-(2-propyl)aniline), Cl (hydrochloric acid). Run in CO (methanol). Reaction conditions: time 2 hour. Yields the product OC=1C(=CC2=CC(=CC=C2C1)CNC1=CC=C(C=C1)C(C)C)C(=O)O (3-Hydroxy-7-[(4-(2-propyl)phenylamino)methyl]naphthalene-2-carboxylic acid). Yield: 62.8%. Reaction SMILES: [CH:1]([C:3]1[CH:12]=[C:11]2[C:6]([CH:7]=[C:8]([OH:16])[C:9]([C:13]([OH:15])=[O:14])=[CH:10]2)=[CH:5][CH:4]=1)=O.C(O)(=O)C.[CH3:21][CH:22]([C:24]1[CH:30]=[CH:29][C:27]([NH2:28])=[CH:26][CH:25]=1)[CH3:23].C([BH3-])#N.[Na+].Cl>CO>[OH:16][C:8]1[C:9]([C:13]([OH:15])=[O:14])=[CH:10][C:11]2[C:6]([CH:7]=1)=[CH:5][CH:4]=[C:3]([CH2:1][NH:28][C:27]1[CH:29]=[CH:30][C:24]([CH:22]([CH3:23])[CH3:21])=[CH:25][CH:26]=1)[CH:12]=2 |f:3.4|. Procedure details: 7-Formyl-3-hydroxynaphthalene-2-carboxylic acid (40 mg, 0.19 mmol) (example 342) was suspended in methanol (300 μL). Acetic acid (16 μL, 17 mg, 0.28 mmol) and 4-(2-propyl)aniline (40 μL, 40 mg, 0.30 mmol) were added consecutively, and the resulting mixture was stirred vigorously at room temperature for 2 hours. Sodium cyanoborohydride (1.0 M in tetrahydrofuran, 300 μL, 0.3 mmol) was added, and the stirring was continued for another 17 hours. The reaction mixture was poured into 6 N hydrochloric ...